The task is: describe an organic reaction: reactants, conditions, products, and yield. This data is from the Open Reaction Database (ORD), a public repository of structured organic reaction records. The reactants are CC(=O)CC(C)C, CN1CCCC1=O, ICCC1Cc2ccccc2C1, [K+], [K+], c1cc(N2CCNCC2)c2cc[nH]c2c1, O=C([O-])[O-]. Product: c1ccc2c(c1)CC(CCN1CCN(c3cccc4[nH]ccc34)CC1)C2. RXN SMILES: [CH2:34]([C:35]([CH3:36])=[O:37])[CH:38]([CH3:39])[CH3:40].[CH3:41][N:42]1[CH2:43][CH2:44][CH2:45][C:46]1=[O:47].[I:16][CH2:17][CH2:18][CH:19]1[CH2:20][c:21]2[cH:22][cH:23][cH:24][cH:25][c:26]2[CH2:27]1.[K+:28].[K+:29].[N:1]1([c:7]2[c:8]3[cH:9][cH:10][nH:11][c:12]3[cH:13][cH:14][cH:15]2)[CH2:2][CH2:3][NH:4][CH2:5][CH2:6]1.[O-:30][C:31]([O-:32])=[O:33]>>[N:1]1([c:7]2[c:8]3[cH:9][cH:10][nH:11][c:12]3[cH:13][cH:14][cH:15]2)[CH2:2][CH2:3][N:4]([CH2:17][CH2:18][CH:19]2[CH2:20][c:21]3[cH:22][cH:23][cH:24][cH:25][c:26]3[CH2:27]2)[CH2:5][CH2:6]1. Starting materials: CC(CC(=O)c1ccc(C#N)cc1)C(=O)O, CC(C)(C)OC(=O)COC1CCNCC1. Yields the product CC(CC(=O)c1ccc(C#N)cc1)C(=O)N1CCC(OCC(=O)OC(C)(C)C)CC1. As a reaction SMILES: [C:1](#[N:2])[c:3]1[cH:4][cH:5][c:6]([C:9]([CH2:10][CH:11]([C:12](=[O:13])[OH:14])[CH3:15])=[O:16])[cH:7][cH:8]1.[NH:17]1[CH2:18][CH2:19][CH:20]([O:23][CH2:24][C:25](=[O:26])[O:27][C:28]([CH3:29])([CH3:30])[CH3:31])[CH2:21][CH2:22]1>>[C:1](#[N:2])[c:3]1[cH:4][cH:5][c:6]([C:9]([CH2:10][CH:11]([C:12](=[O:14])[N:17]2[CH2:18][CH2:19][CH:20]([O:23][CH2:24][C:25](=[O:26])[O:27][C:28]([CH3:29])([CH3:30])[CH3:31])[CH2:21][CH2:22]2)[CH3:15])=[O:16])[cH:7][cH:8]1. The reactants are Cl (Hydrochloric acid), Cl.NCCC(=O)OC (methyl 3-aminopropionate hydrochloride), C([O-])([O-])=O.[K+].[K+] (potassium carbonate), ClC1=C(C=CC=C1)C(C)N(C([O-])=O)C=1C(=NOC1)C1=CC=C(C=C1)CCl (1-(2-Chlorophenyl)ethyl[3-(4-chloromethylphenyl)-4-isoxazolyl]carbamate). The solvent is CN(C=O)C (N,N-dimethylformamide). Run at temperature 50 celsius, time 8 hour. The product is ClC1=C(C=CC=C1)C(C)OC(=O)NC=1C(=NOC1)C1=CC=C(COC(=O)NCCC(=O)OC)C=C1 (methyl 3-(4-{4-[1-(2-chlorophenyl)ethoxycarbonylamino]-3-isoxazolyl}benzyloxycarbonylamino)propionate). The yield is 21.5%. RXN SMILES: ClC1C=CC=CC=1C([N:10]([C:14]1[C:15]([C:19]2[CH:24]=[CH:23][C:22]([CH2:25]Cl)=[CH:21][CH:20]=2)=[N:16][O:17][CH:18]=1)[C:11](=[O:13])[O-:12])C.[ClH:27].[NH2:28][CH2:29][CH2:30][C:31]([O:33][CH3:34])=[O:32].[C:35](=[O:38])([O-])[O-:36].[K+].[K+].Cl>CN(C)C=O>[Cl:27][C:20]1[CH:21]=[CH:22][CH:23]=[CH:24][C:19]=1[CH:15]([O:12][C:11]([NH:10][C:14]1[C:15]([C:19]2[CH:20]=[CH:21][C:22]([CH2:25][O:36][C:35]([NH:28][CH2:29][CH2:30][C:31]([O:33][CH3:34])=[O:32])=[O:38])=[CH:23][CH:24]=2)=[N:16][O:17][CH:18]=1)=[O:13])[CH3:14] |f:1.2,3.4.5|. Reported procedure: 1-(2-Chlorophenyl)ethyl[3-(4-chloromethylphenyl)-4-isoxazolyl]carbamate (1.0 g, 2.56 mmol) obtained in Step B-6 of Example 1 was dissolved in N,N-dimethylformamide (30 ml), methyl 3-aminopropionate hydrochloride (1.07 g, 7.67 mmol) and potassium carbonate (2.12 g, 15.3 mmol) were added, and the mixture was stirred overnight at 50° C. 1N Hydrochloric acid was added at 0° C. to weak-acidify the reaction system, and the mixture was extracted 3 times with ethyl acetate. The organic layer was washed ... The product is COc1ccccc1N(C)C(=O)c1cc(-c2cnc(C(F)(F)F)cc2C#N)c(Cl)cc1OCCCc1cnoc1. As a reaction SMILES: [CH2:75]1[O:76][CH2:77][CH2:78][CH2:79]1.[Cl:1][c:2]1[cH:3][c:4]([OH:32])[c:5]([C:6](=[O:7])[N:8]([CH3:9])[c:10]2[c:11]([O:16][CH3:17])[cH:12][cH:13][cH:14][cH:15]2)[cH:18][c:19]1-[c:20]1[cH:21][n:22][c:23]([C:28]([F:29])([F:30])[F:31])[cH:24][c:25]1[C:26]#[N:27].[O:61]=[C:62]([O:63][CH:64]([CH3:65])[CH3:66])[N:67]=[N:68][C:69]([O:70][CH:71]([CH3:72])[CH3:73])=[O:74].[c:42]1([P:43]([c:44]2[cH:45][cH:46][cH:47][cH:48][cH:49]2)[c:50]2[cH:51][cH:52][cH:53][cH:54][cH:55]2)[cH:56][cH:57][cH:58][cH:59][cH:60]1.[o:33]1[n:34][cH:35][c:36]([CH2:38][CH2:39][CH2:40][OH:41])[cH:37]1>>[Cl:1][c:2]1[cH:3][c:4]([O:32][CH2:40][CH2:39][CH2:38][c:36]2[cH:35][n:34][o:33][cH:37]2)[c:5]([C:6](=[O:7])[N:8]([CH3:9])[c:10]2[c:11]([O:16][CH3:17])[cH:12][cH:13][cH:14][cH:15]2)[cH:18][c:19]1-[c:20]1[cH:21][n:22][c:23]([C:28]([F:29])([F:30])[F:31])[cH:24][c:25]1[C:26]#[N:27]. Reactants: C1CCOC1, COc1ccccc1N(C)C(=O)c1cc(-c2cnc(C(F)(F)F)cc2C#N)c(Cl)cc1O, CC(C)OC(=O)N=NC(=O)OC(C)C, c1ccc(P(c2ccccc2)c2ccccc2)cc1, OCCCc1cnoc1. Reactants: C(C)C1=C(C(=CC(=C1)C)CC)C(C(=O)N(N)C)=O (1-[2-(2,6-diethyl-4-methylphenyl)-2-oxoacetyl]-1-methylhydrazine), FC(C(CSC)=O)(F)F (1,1,1-trifluoro-3-methylsulfanyl-2-propanone), O (water). Reagents/catalysts: O.C1(=CC=C(C=C1)S(=O)(=O)O)C (para-toluenesulfonic acid monohydrate). The solvent is C1(=CC=CC=C1)C (toluene). Product: C(C)C1=C(C(=CC(=C1)C)CC)C(C(=O)N(N=C(C(F)(F)F)CSC)C)=O (1-[2-(2,6-diethyl-4-methylphenyl)-2-oxoacetyl]-2-(1,1,1-trifluoro-3-methylsulfanyl-2-propylidene)-1-methylhydrazine). Isolated yield 44.8%. RXN SMILES: [CH2:1]([C:3]1[CH:8]=[C:7]([CH3:9])[CH:6]=[C:5]([CH2:10][CH3:11])[C:4]=1[C:12](=[O:18])[C:13]([N:15]([CH3:17])[NH2:16])=[O:14])[CH3:2].[F:19][C:20]([F:27])([F:26])[C:21](=O)[CH2:22][S:23][CH3:24].O>C1(C)C=CC=CC=1.O.C1(C)C=CC(S(O)(=O)=O)=CC=1>[CH2:1]([C:3]1[CH:8]=[C:7]([CH3:9])[CH:6]=[C:5]([CH2:10][CH3:11])[C:4]=1[C:12](=[O:18])[C:13]([N:15]([CH3:17])[N:16]=[C:21]([CH2:22][S:23][CH3:24])[C:20]([F:27])([F:26])[F:19])=[O:14])[CH3:2] |f:4.5|. Reported procedure: To a 100 ml volume three-necked flask, 1-[2-(2,6-diethyl-4-methylphenyl)-2-oxoacetyl]-1-methylhydrazine ((12-2)-(11)-39) (3.04 g) was placed at room temperature, and added dropwise a solution of 1,1,1-trifluoro-3-methylsulfanyl-2-propanone (7-0-2) (2.29 g) in toluene (27 g). After para-toluenesulfonic acid monohydrate (0.028 g) was added, the resulting mixture was stirred under reflux for 45 minutes, and cooled to room temperature. The reaction mixture was poured into water (30 ml), and extracte... The reactants are Cc1ccc(S(=O)(=O)OCC2(CO)OC(n3cc(C)c(=O)[nH]c3=O)C(O)C2OCc2ccccc2)cc1, COc1ccc(C(Cl)(c2ccccc2)c2ccc(OC)cc2)cc1, ClCCl, O, c1ccncc1. Yields the product COc1ccc(C(OCC2(COS(=O)(=O)c3ccc(C)cc3)OC(n3cc(C)c(=O)[nH]c3=O)C(O)C2OCc2ccccc2)(c2ccccc2)c2ccc(OC)cc2)cc1. As a reaction SMILES: [CH2:1]([c:2]1[cH:3][cH:4][cH:5][cH:6][cH:7]1)[O:8][CH:9]1[CH:10]([OH:37])[CH:11]([n:28]2[c:29](=[O:30])[nH:31][c:32](=[O:33])[c:34]([CH3:35])[cH:36]2)[O:12][C:13]1([CH2:14][OH:15])[CH2:16][O:17][S:18](=[O:19])(=[O:20])[c:21]1[cH:22][cH:23][c:24]([CH3:27])[cH:25][cH:26]1.[CH3:38][O:39][c:40]1[cH:41][cH:42][c:43]([C:44]([c:45]2[cH:46][cH:47][c:48]([O:51][CH3:52])[cH:49][cH:50]2)([c:53]2[cH:54][cH:55][cH:56][cH:57][cH:58]2)[Cl:59])[cH:60][cH:61]1.[Cl:69][CH2:70][Cl:71].[OH2:62].[cH:63]1[cH:64][cH:65][n:66][cH:67][cH:68]1>>[CH2:1]([c:2]1[cH:3][cH:4][cH:5][cH:6][cH:7]1)[O:8][CH:9]1[CH:10]([OH:37])[CH:11]([n:28]2[c:29](=[O:30])[nH:31][c:32](=[O:33])[c:34]([CH3:35])[cH:36]2)[O:12][C:13]1([CH2:14][O:15][C:44]([c:43]1[cH:42][cH:41][c:40]([O:39][CH3:38])[cH:61][cH:60]1)([c:45]1[cH:46][cH:47][c:48]([O:51][CH3:52])[cH:49][cH:50]1)[c:53]1[cH:54][cH:55][cH:56][cH:57][cH:58]1)[CH2:16][O:17][S:18](=[O:19])(=[O:20])[c:21]1[cH:22][cH:23][c:24]([CH3:27])[cH:25][cH:26]1. Reactants: [Cl-].[Al+3].[Cl-].[Cl-] (Aluminum chloride), C1(CC1)C(=O)C=1SC=CC1 (Cyclopropyl(2-thienyl)methanone), BrBr (bromine). Conditions: time 8 hour. RXN SMILES: [CH:1]1([C:4]([C:6]2[S:7][CH:8]=[CH:9][CH:10]=2)=[O:5])[CH2:3][CH2:2]1.[Cl-].[Al+3].[Cl-].[Cl-].[Br:15]Br>C(Cl)(Cl)Cl>[Br:15][C:9]1[CH:10]=[C:6]([C:4]([CH:1]2[CH2:3][CH2:2]2)=[O:5])[S:7][CH:8]=1 |f:1.2.3.4|. Run in C(Cl)(Cl)Cl (chloroform), C(Cl)(Cl)Cl (chloroform). Reported procedure: Cyclopropyl(2-thienyl)methanone (Aldrich, 1.5 g, 9.9 mmol) was diluted in chloroform (10 mL). Aluminum chloride (2.96 g, 22.2 mmol, 2.3 eq) was added, followed by the dropwise addition of bromine (0.56 mL, 11 mmol, 1.1 eq) in chloroform (10 mL). The mixture was stirred at rt overnight, then poured onto ice water (100 mL). The whole was extracted with dichloromethane, and the combined organic layers were dried over sodium sulfate, filtered, and concentrated to give brown oil. The crude product wa... Yields the product BrC=1C=C(SC1)C(=O)C1CC1 ((4-Bromo-2-thienyl)(cyclopropyl)methanone).